The task is: describe an organic reaction: reactants, conditions, products, and yield. This data is from the Open Reaction Database (ORD), a public repository of structured organic reaction records. The reactants are C(C1=CC=CC=C1)N1C(CC(C1)C1(CC(C1)OCC1=CC=CC=C1)NC(=O)OC(C)(C)C)=O (1-benzyl-4-[1-benzyloxy-3-(tert-butoxycarbonylamino)cyclobutan-3-yl]-2-pyrrolidone). Reagents/catalysts: [OH-].[OH-].[Pd+2] (palladium hydroxide on carbon). Solvent: C(C)O (ethanol). Conditions: time 1 hour. The product is C(C1=CC=CC=C1)N1C(CC(C1)C1(CC(C1)O)NC(=O)OC(C)(C)C)=O (1-Benzyl-4-[3-(tert-butoxycarbonylamino)-1-hydroxycyclobutan-3-yl]-2-pyrrolidone). RXN SMILES: [CH2:1]([N:8]1[CH2:12][CH:11]([C:13]2([NH:25][C:26]([O:28][C:29]([CH3:32])([CH3:31])[CH3:30])=[O:27])[CH2:16][CH:15]([O:17]CC3C=CC=CC=3)[CH2:14]2)[CH2:10][C:9]1=[O:33])[C:2]1[CH:7]=[CH:6][CH:5]=[CH:4][CH:3]=1>C(O)C.[OH-].[OH-].[Pd+2]>[CH2:1]([N:8]1[CH2:12][CH:11]([C:13]2([NH:25][C:26]([O:28][C:29]([CH3:31])([CH3:30])[CH3:32])=[O:27])[CH2:16][CH:15]([OH:17])[CH2:14]2)[CH2:10][C:9]1=[O:33])[C:2]1[CH:3]=[CH:4][CH:5]=[CH:6][CH:7]=1 |f:2.3.4|. Reported procedure: A 4.86 g (10.8 mmol) portion of 1-benzyl-4-[1-benzyloxy-3-(tert-butoxycarbonylamino)cyclobutan-3-yl]-2-pyrrolidone (Isomer B) was dissolved in 140 ml of ethanol, and the solution was mixed with 1 g of palladium hydroxide on carbon catalyst and subjected to 1 hour of catalytic reduction under a hydrogen pressure of 3 atmospheres and under irradiation of light. After removal of the catalyst by filtration, the solvent was evaporated and the resulting residue was purified by a silica gel column chro...